From a dataset of the Open Reaction Database (ORD), a public repository of structured organic reaction records. describe an organic reaction: reactants, conditions, products, and yield Reactants: CCOCC (ether), CCCCCC (hexane), C(C)(C)(C)OC(=O)N1C(OC[C@H]1C(C=C)F)(C)C (tert-Butyl-(4S)-4-(1-fluoroprop-2-en-1-yl)-2,2-dimethyl-1,3-oxazolidine-3-carboxylate), C=CCCCCCCCCCCCCC (1-pentadecene). Reagents/catalysts: Cl[Ru]([P](C1CCCCC1)(C2CCCCC2)C3CCCCC3)(=CC4=CC=CC=C4)(Cl)=C5N(C6=C(C)C=C(C)C=C6C)CCN5C7=C(C)C=C(C)C=C7C (Grubbs 2nd Generation). Solvent: C(Cl)Cl (CH2Cl2). Reaction conditions: temperature 100 celsius, time 36 hour. The product is C(C)(C)(C)OC(=O)N1C(OC[C@H]1C(C=CCCCCCCCCCCCCC)F)(C)C (tert-Butyl-(4S)-4-(1-fluorohexadec-2-enyl)-2,2-dimethyl-1,3-oxazolidine-3-carboxylate). RXN SMILES: [C:1]([O:5][C:6]([N:8]1[C@H:12]([CH:13]([F:16])[CH:14]=[CH2:15])[CH2:11][O:10][C:9]1([CH3:18])[CH3:17])=[O:7])([CH3:4])([CH3:3])[CH3:2].[CH2:19]=[CH:20][CH2:21][CH2:22][CH2:23][CH2:24][CH2:25][CH2:26][CH2:27][CH2:28][CH2:29][CH2:30][CH2:31]CC.CCOCC.CCCCCC>C(Cl)Cl.Cl[Ru](=C1N(C2C(C)=CC(C)=CC=2C)CCN1C1C(C)=CC(C)=CC=1C)(Cl)(=CC1C=CC=CC=1)[P](C1CCCCC1)(C1CCCCC1)C1CCCCC1>[C:1]([O:5][C:6]([N:8]1[C@H:12]([CH:13]([F:16])[CH:14]=[CH:15][CH2:31][CH2:30][CH2:29][CH2:28][CH2:27][CH2:26][CH2:25][CH2:24][CH2:23][CH2:22][CH2:21][CH2:20][CH3:19])[CH2:11][O:10][C:9]1([CH3:18])[CH3:17])=[O:7])([CH3:4])([CH3:3])[CH3:2] |^1:80|. Procedure: tert-Butyl-(4S)-4-(1-fluoroprop-2-en-1-yl)-2,2-dimethyl-1,3-oxazolidine-3-carboxylate (0.036 g, 0.14 mmol) and 1-pentadecene (0.2 ml, 5 eq) were solubilised in anhydrous CH2Cl2 (2.5 ml) under an atmosphere of nitrogen, in a sealed tube. Grubbs 2nd Generation catalyst (0.006 g, 2 mol %) was added as a solid, and the reaction mixture was allowed to stir for 36 hours at 100° C., with the reaction monitored by t.l.c. (ether:hexane, 1:19). The reaction mixture was then cooled to room temperature and ... The reactants are Cl (HCl), B(Cl)(Cl)Cl (boron trichloride), COC1=C(C=O)C=C(C(=C1)OC)OC (2,4,5-trimethoxybenzaldehyde), C(=O)=O.CC(=O)C (dry ice acetone). Run in C(Cl)Cl (CH2Cl2). Conditions: time 3 hour. The product is COC1=CC(=C(C=O)C=C1OC)O (4,5-dimethoxy-2-hydroxybenzaldehyde). Yield: 102.1%. RXN SMILES: B(Cl)(Cl)Cl.C[O:6][C:7]1[CH:14]=[C:13]([O:15][CH3:16])[C:12]([O:17][CH3:18])=[CH:11][C:8]=1[CH:9]=[O:10].C(=O)=O.CC(C)=O.Cl>C(Cl)Cl>[CH3:16][O:15][C:13]1[C:12]([O:17][CH3:18])=[CH:11][C:8]([CH:9]=[O:10])=[C:7]([OH:6])[CH:14]=1 |f:2.3|. Reported procedure: A solution of boron trichloride (50 mL, 1.0 M solution in CH2Cl2) was slowly added to a solution of 2,4,5-trimethoxybenzaldehyde (3.92 g, 20 mmol) in CH2Cl2 (200 mL) at −78° C. (dry ice/acetone bath). The mixture was warmed to room temperature and stirred for three hours. 10 mL of HCl (37%) aqueous solution was poured into the resulting solution at 0° C. and extracted with CH2Cl2 (150 mL×3). The combined organic layer was washed with saturated aqueous NaCl (200 mL×2), water (100 mL×1), dried ove... Starting materials: COC(=O)C=1SC(=CC1)CCCC1=CC2=C(N=C(NC2=O)N)N1 (5-[3-(2-Amino-4-oxo-4,7-dihydro-3H-pyrrolo[2,3-d]pyrimidin-6-yl)-propyl]-thiophene-2-carboxylic acid methyl ester), [OH-].[Na+] (NaOH), CO.C(Cl)(Cl)Cl (MeOH CHCl3). The solvent is CO (MeOH). Conditions: time 16 hour. The product is NC=1NC(C2=C(N1)NC(=C2)CCCC2=CC=C(S2)C(=O)O)=O (5-[3-(2-Amino-4-oxo-4,7-dihydro-3H-pyrrolo[2,3-d]pyrimidin-6-yl)-propyl]-thiophene-2-carboxylic acid). Isolated yield 88.7%. Reaction SMILES: C[O:2][C:3]([C:5]1[S:6][C:7]([CH2:10][CH2:11][CH2:12][C:13]2[NH:23][C:16]3[N:17]=[C:18]([NH2:22])[NH:19][C:20](=[O:21])[C:15]=3[CH:14]=2)=[CH:8][CH:9]=1)=[O:4].[OH-].[Na+].CO.C(Cl)(Cl)Cl>CO>[NH2:22][C:18]1[NH:19][C:20](=[O:21])[C:15]2[CH:14]=[C:13]([CH2:12][CH2:11][CH2:10][C:7]3[S:6][C:5]([C:3]([OH:4])=[O:2])=[CH:9][CH:8]=3)[NH:23][C:16]=2[N:17]=1 |f:1.2,3.4|. Procedure: To a solution of 8 (300 mg, 0.9 mmol) in MeOH (10 mL) was added 1 N NaOH (10 mL) and the mixture was stirred under N2 at room temperature for 16 h. TLC showed the disappearance of the starting material (Rf=0.56) and one major spot at the origin (MeOH/CHCl3 1:5). The reaction mixture was evaporated to dryness under reduced pressure. The residue was dissolved in water (10 mL), the resulting solution was cooled in an ice bath, and the pH was adjusted to 3-4 with dropwise addition of 1 N HCl. The re... The reactants are C([O-])([O-])=O.[Na+].[Na+] (sodium carbonate), BrC1=CC=C2CC(N(C2=C1)CC1=CC=C(C=C1)S(=O)(=O)N(C)C)=O (4-(6-Bromo-2-oxo-2,3-dihydro-indol-1-ylmethyl)-N,N-dimethyl-benzenesulfonamide), C(#N)C1=CC=C(C=C1)B(O)O (4-cyanobenzene boronic acid). Reagents/catalysts: C=1C=CC(=CC1)[P](C=2C=CC=CC2)(C=3C=CC=CC3)[Pd]([P](C=4C=CC=CC4)(C=5C=CC=CC5)C=6C=CC=CC6)([P](C=7C=CC=CC7)(C=8C=CC=CC8)C=9C=CC=CC9)[P](C=1C=CC=CC1)(C=1C=CC=CC1)C=1C=CC=CC1 (tetrakis(triphenylphosphine)palladium). Run in C1(=CC=CC=C1)C (toluene), CCO (EtOH), O (water). Conditions: temperature 100 celsius, time 8 hour. The product is C(#N)C1=CC=C(C=C1)C1=CC=C2CC(N(C2=C1)CC1=CC=C(C=C1)S(=O)(=O)N(C)C)=O (4-[6-(4-Cyano-phenyl)-2-oxo-2,3-dihydro-indol-1-ylmethyl]-N,N-dimethyl-benzenesulfonamide). Yield: 62.9%. Reaction SMILES: Br[C:2]1[CH:10]=[C:9]2[C:5]([CH2:6][C:7](=[O:24])[N:8]2[CH2:11][C:12]2[CH:17]=[CH:16][C:15]([S:18]([N:21]([CH3:23])[CH3:22])(=[O:20])=[O:19])=[CH:14][CH:13]=2)=[CH:4][CH:3]=1.C(=O)([O-])[O-].[Na+].[Na+].[C:31]([C:33]1[CH:38]=[CH:37][C:36](B(O)O)=[CH:35][CH:34]=1)#[N:32]>C1(C)C=CC=CC=1.CCO.O.C1C=CC([P]([Pd]([P](C2C=CC=CC=2)(C2C=CC=CC=2)C2C=CC=CC=2)([P](C2C=CC=CC=2)(C2C=CC=CC=2)C2C=CC=CC=2)[P](C2C=CC=CC=2)(C2C=CC=CC=2)C2C=CC=CC=2)(C2C=CC=CC=2)C2C=CC=CC=2)=CC=1>[C:31]([C:33]1[CH:38]=[CH:37][C:36]([C:2]2[CH:10]=[C:9]3[C:5]([CH2:6][C:7](=[O:24])[N:8]3[CH2:11][C:12]3[CH:17]=[CH:16][C:15]([S:18]([N:21]([CH3:23])[CH3:22])(=[O:19])=[O:20])=[CH:14][CH:13]=3)=[CH:4][CH:3]=2)=[CH:35][CH:34]=1)#[N:32] |f:1.2.3,^1:56,58,77,96|. Procedure: 4-(6-Bromo-2-oxo-2,3-dihydro-indol-1-ylmethyl)-N,N-dimethyl-benzenesulfonamide (1.60 g, 4.24 mmol) and tetrakis(triphenylphosphine)palladium (0) (195 mg, 0.17 mmol) were dissolved in a solution of 25 ml of toluene and 4 ml of EtOH under an atmosphere of dry N2. To the reaction mixture was added a solution of aqueous sodium carbonate (Na2CO3) (1.03 g, 9.75 mmol) dissolved in 6 ml of water followed by 4-cyanobenzene boronic acid (1.55 g, 10.6 mmol). The reaction mixture was heated to 100° C. and s... RXN SMILES: [N:1]1[CH:6]=[CH:5][CH:4]=[CH:3][C:2]=1[CH:7]([C:11]1[CH:16]=[CH:15][CH:14]=[CH:13][N:12]=1)[C:8]([OH:10])=O.[NH2:17][C@H:18]1[CH2:22][CH2:21][N:20]([CH2:23][CH2:24][C:25]2[CH:30]=[CH:29][C:28]([F:31])=[CH:27][CH:26]=2)[CH2:19]1>>[F:31][C:28]1[CH:29]=[CH:30][C:25]([CH2:24][CH2:23][N:20]2[CH2:21][CH2:22][C@H:18]([NH:17][C:8](=[O:10])[CH:7]([C:2]3[CH:3]=[CH:4][CH:5]=[CH:6][N:1]=3)[C:11]3[CH:16]=[CH:15][CH:14]=[CH:13][N:12]=3)[CH2:19]2)=[CH:26][CH:27]=1. Yields the product FC1=CC=C(C=C1)CCN1C[C@H](CC1)NC(C(C1=NC=CC=C1)C1=NC=CC=C1)=O ((S)-N-(1-(2-(4-fluorophenyl)ethyl)pyrrolidin-3-yl)bis(2-pyridyl)acetamide). Procedure details: Bis(2-pyridyl)acetic acid and (S)-3-amino-1-(2-(4-fluorophenyl)ethyl)pyrrolidine were reacted under the same conditions as in Example 23 to give (S)-N-(1-(2-(4-fluorophenyl)ethyl)pyrrolidin-3-yl)bis(2-pyridyl)acetamide. Reactants: N1=C(C=CC=C1)C(C(=O)O)C1=NC=CC=C1 (Bis(2-pyridyl)acetic acid), N[C@@H]1CN(CC1)CCC1=CC=C(C=C1)F ((S)-3-amino-1-(2-(4-fluorophenyl)ethyl)pyrrolidine).